This data is from the Open Reaction Database (ORD), a public repository of structured organic reaction records. The task is: describe an organic reaction: reactants, conditions, products, and yield Reactants: ClC(C(C1OC(C(C(C1O)O)O)SC)NC(=O)C1NCC1CCCC)C (3-Butyl-azetidine-2-carboxylic acid [2-chloro-1-(3,4,5-trihydroxy-6-methylsulfanyl-tetrahydro-pyran-2-yl)-propyl]-amide), C1CO1 (ethyleneoxide). The product is ClC(C(C1OC(C(C(C1O)O)O)SC)NC(=O)C1N(CC1CCCC)CCO)C (3-Butyl-1-(2-hydroxy-ethyl)-azetidine-2-carboxylic acid [2-chloro-1-(3,4,5-trihydroxy-6-methylsulfanyl-tetrahydro-pyran-2-yl)-propyl]-amide). As a reaction SMILES: [Cl:1][CH:2]([CH3:26])[CH:3]([NH:15][C:16]([CH:18]1[CH:21]([CH2:22][CH2:23][CH2:24][CH3:25])[CH2:20][NH:19]1)=[O:17])[CH:4]1[CH:9]([OH:10])[CH:8]([OH:11])[CH:7]([OH:12])[CH:6]([S:13][CH3:14])[O:5]1.[CH2:27]1[O:29][CH2:28]1>>[Cl:1][CH:2]([CH3:26])[CH:3]([NH:15][C:16]([CH:18]1[CH:21]([CH2:22][CH2:23][CH2:24][CH3:25])[CH2:20][N:19]1[CH2:27][CH2:28][OH:29])=[O:17])[CH:4]1[CH:9]([OH:10])[CH:8]([OH:11])[CH:7]([OH:12])[CH:6]([S:13][CH3:14])[O:5]1. Reported procedure: A sample of 3-butyl-azetidine-2-carboxylic acid [2-chloro-1-(3,4,5-trihydroxy-6-methylsulfanyl-tetrahydro-pyran-2-yl)-propyl]-amide prepared in example 91 was alkylated with ethyleneoxide as depicted in scheme 19 (R6=2-hydroxyethyl) to provide the title compound. The reactants are CC1=CC=CC(=N1)CSCCN (6-methyl-2-((2-aminoethyl)thiomethyl) pyridine), ClC=1C=C(C=CC1Cl)S(=O)(=O)NC(SC)=NC (N-(3,4-dichlorobenzenesulphonyl)-N', S-dimethylisothiourea). Run in C(C)#N (acetonitrile). Yields the product ClC=1C=C(C=CC1Cl)S(=O)(=O)NC(=NCCSCC1=NC(=CC=C1)C)NC (N-(3,4-dichlorobenzenesulphonyl)-N'-methyl-N"-[2-((6-methyl-2-pyridyl)methylthio)ethyl]guanidine). Reaction SMILES: [CH3:1][C:2]1[N:7]=[C:6]([CH2:8][S:9][CH2:10][CH2:11][NH2:12])[CH:5]=[CH:4][CH:3]=1.[Cl:13][C:14]1[CH:15]=[C:16]([S:21]([NH:24][C:25](=[N:28][CH3:29])SC)(=[O:23])=[O:22])[CH:17]=[CH:18][C:19]=1[Cl:20]>C(#N)C>[Cl:13][C:14]1[CH:15]=[C:16]([S:21]([NH:24][C:25]([NH:28][CH3:29])=[N:12][CH2:11][CH2:10][S:9][CH2:8][C:6]2[CH:5]=[CH:4][CH:3]=[C:2]([CH3:1])[N:7]=2)(=[O:22])=[O:23])[CH:17]=[CH:18][C:19]=1[Cl:20]. Procedure: A solution of 6-methyl-2-((2-aminoethyl)thiomethyl) pyridine (3.7 g) and N-(3,4-dichlorobenzenesulphonyl)-N', S-dimethylisothiourea (6.2 g) in acetonitrile (250 ml) was heated under reflux for 48 hours. Concentration, followed by chromatographic purification on a column of alumina afforded N-(3,4-dichlorobenzenesulphonyl)-N'-methyl-N"-[2-((6-methyl-2-pyridyl)methylthio)ethyl]guanidine.